From a dataset of the Open Reaction Database (ORD), a public repository of structured organic reaction records. describe an organic reaction: reactants, conditions, products, and yield Starting materials: N (ammonia), BrCCNC(=O)N1C=2C(C(NC3=C1C=CC=C3)=O)=CSC2C (4-[[[2-bromo-ethyl]amino]carbonyl]-4,9-dihydro-3-methyl-10H-thieno[3,4-b][1,5]benzodiazepin-10-one), N1(CCCCCC1)CCCC1CCNCC1 (4-[3-(hexahydro-1H-azepin-l-yl)propyl]piperidine), crystals. Solvent: ClCCl.C1CCCCC1.CO (dichloromethane cyclohexane methanol). The product is N1(CCCCCC1)CCCC1CCN(CC1)CCNC(=O)N1C=2C(C(NC3=C1C=CC=C3)=O)=CSC2C (4,9-Dihydro-4-[[[2-[4-[3-(hexahydro-1H-azepin-1-yl)propyl]-piperidin-l-yl]ethyl]amino]carbonyl]-3-methyl-10H-thieno[3,4-b][1,5]benzodiazepin-10-one). Yield: 29.0%. RXN SMILES: Br[CH2:2][CH2:3][NH:4][C:5]([N:7]1[C:13]2[CH:14]=[CH:15][CH:16]=[CH:17][C:12]=2[NH:11][C:10](=[O:18])[C:9]2=[CH:19][S:20][C:21]([CH3:22])=[C:8]12)=[O:6].[N:23]1([CH2:30][CH2:31][CH2:32][CH:33]2[CH2:38][CH2:37][NH:36][CH2:35][CH2:34]2)[CH2:29][CH2:28][CH2:27][CH2:26][CH2:25][CH2:24]1.N>ClCCl.C1CCCCC1.CO>[N:23]1([CH2:30][CH2:31][CH2:32][CH:33]2[CH2:38][CH2:37][N:36]([CH2:2][CH2:3][NH:4][C:5]([N:7]3[C:13]4[CH:14]=[CH:15][CH:16]=[CH:17][C:12]=4[NH:11][C:10](=[O:18])[C:9]4=[CH:19][S:20][C:21]([CH3:22])=[C:8]34)=[O:6])[CH2:35][CH2:34]2)[CH2:24][CH2:25][CH2:26][CH2:27][CH2:28][CH2:29]1 |f:3.4.5|. Procedure: Prepared analogously to Example 109 from 4-[[[2-bromo-ethyl]amino]carbonyl]-4,9-dihydro-3-methyl-10H-thieno[3,4-b][1,5]benzodiazepin-10-one and 4-[3-(hexahydro-1H-azepin-l-yl)propyl]piperidine in a yield of 29% of theory. Colourless crystals m.p. 144°-145° C. RF =0.5 (Macherey-Nagel, PolygramRSIL G/UV254, pre-coated plastic sheets for TLC; eluant: dichloromethane/cyclohexane/methanol/conc. ammonia 68/15/15/2 v/v). Starting materials: C1(CC1)[C@H]1C[C@H]([C@@](CO1)(C1=C(C=C(C=C1)F)F)NC(=S)NC(C1=CC=CC=C1)=O)[C@H](C)O (N-({(3S,4R,6R)-6-cyclopropyl-3-(2,4-difluorophenyl)-4-[(1S)-1-hydroxyethyl]tetrahydro-2H-pyran-3-yl}carbamothioyl)benzamide), N(=NC(=O)OCC)C(=O)OCC (Diethyl azodicarboxylate), C1(=CC=CC=C1)P(C1=CC=CC=C1)C1=CC=CC=C1 (triphenylphosphine), ice. The solvent is O1CCCC1 (tetrahydrofuran), O1CCCC1 (tetrahydrofuran). Run at time 1 hour. Yields the product C1(CC1)[C@H]1C[C@@H]2[C@@](N=C(S[C@@H]2C)NC(C2=CC=CC=C2)=O)(CO1)C1=C(C=C(C=C1)F)F (N-[(4R,4aR,6R,8aS)-6-cyclopropyl-8a-(2,4-difluorophenyl)-4-methyl-4,4a,5,6,8,8a-hexahydropyrano[3,4-d][1,3]thiazin-2-yl]benzamide). Reaction SMILES: N(C(OCC)=O)=NC(OCC)=O.C1(P(C2C=CC=CC=2)C2C=CC=CC=2)C=CC=CC=1.[CH:32]1([C@@H:35]2[O:40][CH2:39][C@@:38]([NH:49][C:50]([NH:52][C:53](=[O:60])[C:54]3[CH:59]=[CH:58][CH:57]=[CH:56][CH:55]=3)=[S:51])([C:41]3[CH:46]=[CH:45][C:44]([F:47])=[CH:43][C:42]=3[F:48])[C@H:37]([C@@H:61](O)[CH3:62])[CH2:36]2)[CH2:34][CH2:33]1>O1CCCC1>[CH:32]1([C@@H:35]2[O:40][CH2:39][C@:38]3([C:41]4[CH:46]=[CH:45][C:44]([F:47])=[CH:43][C:42]=4[F:48])[N:49]=[C:50]([NH:52][C:53](=[O:60])[C:54]4[CH:55]=[CH:56][CH:57]=[CH:58][CH:59]=4)[S:51][C@H:61]([CH3:62])[C@@H:37]3[CH2:36]2)[CH2:34][CH2:33]1. Procedure: Diethyl azodicarboxylate (92 μL, 0.59 mmol) was added to a 0° C. solution of triphenylphosphine (153 mg, 0.583 mmol) in tetrahydrofuran (7 mL), and the mixture was stirred for 10 minutes in the ice bath. A solution of N-({(3S,4R,6R)-6-cyclopropyl-3-(2,4-difluorophenyl)-4-[(1S)-1-hydroxyethyl]tetrahydro-2H-pyran-3-yl}carbamothioyl)benzamide (C30) (90 mg, 0.20 mmol) in tetrahydrofuran (2 mL) was added drop-wise to the reaction mixture, which was then stirred for 1 hour under ice cooling. The react... Reactants: C(C=1C(O)=CC=CC1)(=O)[O-].[Na+] (sodium salicylate), C(C=1C(O)=CC=CC1)(=O)O (salicylic acid), aqueous solution, [OH-].[Na+] (caustic soda). Solvent: O (water). Yields the product C(C=1C(O)=CC=CC1)(=O)OCC=C (allyl salicylate). As a reaction SMILES: [C:1]([O-:10])(=[O:9])[C:2]1[C:3](=[CH:5][CH:6]=[CH:7][CH:8]=1)[OH:4].[Na+].[C:12](O)(=O)[C:13]1C(=CC=C[CH:19]=1)O.[OH-].[Na+]>O>[C:1]([O:10][CH2:19][CH:13]=[CH2:12])(=[O:9])[C:2]1[C:3](=[CH:5][CH:6]=[CH:7][CH:8]=1)[OH:4] |f:0.1,3.4|. Procedure details: A sodium salicylate solution, prepared from 69 g of salicylic acid (0.5 mol), 25 ml of water and 50 ml of an aqueous solution of 10N caustic soda, was introduced gradually at 60° C., over 6 hours.